Dataset: the Open Reaction Database (ORD), a public repository of structured organic reaction records. Task: describe an organic reaction: reactants, conditions, products, and yield The reactants are COc1ccc(OC)c(S(=O)(=O)Cl)c1, CCCCn1c(=O)n(Cc2ccccc2F)c(=O)c2[nH]c(Cc3ccc(N)cc3)nc21. The product is CCCCn1c(=O)n(Cc2ccccc2F)c(=O)c2[nH]c(Cc3ccc(NS(=O)(=O)c4cc(OC)ccc4OC)cc3)nc21. RXN SMILES: [CH3:32][O:33][c:34]1[c:35]([S:42](=[O:43])(=[O:44])[Cl:45])[cH:36][c:37]([O:40][CH3:41])[cH:38][cH:39]1.[NH2:1][c:2]1[cH:3][cH:4][c:5]([CH2:6][c:7]2[n:8][c:9]3[n:10]([CH2:26][CH2:27][CH2:28][CH3:29])[c:11](=[O:25])[n:12]([CH2:17][c:18]4[c:19]([F:24])[cH:20][cH:21][cH:22][cH:23]4)[c:13](=[O:16])[c:14]3[nH:15]2)[cH:30][cH:31]1>>[NH:1]([c:2]1[cH:3][cH:4][c:5]([CH2:6][c:7]2[n:8][c:9]3[n:10]([CH2:26][CH2:27][CH2:28][CH3:29])[c:11](=[O:25])[n:12]([CH2:17][c:18]4[c:19]([F:24])[cH:20][cH:21][cH:22][cH:23]4)[c:13](=[O:16])[c:14]3[nH:15]2)[cH:30][cH:31]1)[S:42]([c:35]1[c:34]([O:33][CH3:32])[cH:39][cH:38][c:37]([O:40][CH3:41])[cH:36]1)(=[O:43])=[O:44]. Reactants: CC(C)(C)OC(=O)CCc1ccc(N)c(F)c1, CCOC(=O)c1ccc(NC(=O)C(C2CCCCC2)n2c(-c3ccc(Cl)cc3)nc3cc(F)c(F)cc32)cc1, CN(C)c1ccncc1, O=C(O)C1CCC(CNC(=O)C(C2CCCCC2)n2c(-c3ccc(Cl)cc3)nc3cc(F)ccc32)CC1. Yields the product CC(C)(C)OC(=O)CCc1ccc(NC(=O)C(C2CCCCC2)n2c(-c3ccc(Cl)cc3)nc3cc(F)c(F)cc32)c(F)c1. Reaction SMILES: [C:77]([CH3:78])([CH3:79])([CH3:80])[O:81][C:82]([CH2:83][CH2:84][c:85]1[cH:86][c:87]([F:92])[c:88]([NH2:91])[cH:89][cH:90]1)=[O:93].[CH2:1]([O:2][C:3](=[O:4])[c:5]1[cH:6][cH:7][c:8]([NH:9][C:12]([CH:13]([CH:14]2[CH2:15][CH2:16][CH2:17][CH2:18][CH2:19]2)[n:20]2[c:21](-[c:31]3[cH:32][cH:33][c:34]([Cl:37])[cH:35][cH:36]3)[n:22][c:23]3[c:24]2[cH:25][c:26]([F:30])[c:27]([F:29])[cH:28]3)=[O:38])[cH:10][cH:11]1)[CH3:39].[CH3:94][N:95]([CH3:96])[c:97]1[cH:98][cH:99][n:100][cH:101][cH:102]1.[Cl:40][c:41]1[cH:42][cH:43][c:44](-[c:45]2[n:46]([CH:47]([CH:48]3[CH2:49][CH2:50][CH2:51][CH2:52][CH2:53]3)[C:54]([NH:55][CH2:56][CH:57]3[CH2:58][CH2:59][CH:60]([C:61]([OH:62])=[O:63])[CH2:64][CH2:65]3)=[O:66])[c:67]3[cH:68][cH:69][c:70]([F:71])[cH:72][c:73]3[n:74]2)[cH:75][cH:76]1>>[C:12]([CH:13]([CH:14]1[CH2:15][CH2:16][CH2:17][CH2:18][CH2:19]1)[n:20]1[c:21](-[c:31]2[cH:32][cH:33][c:34]([Cl:37])[cH:35][cH:36]2)[n:22][c:23]2[c:24]1[cH:25][c:26]([F:30])[c:27]([F:29])[cH:28]2)(=[O:38])[NH:91][c:88]1[c:87]([F:92])[cH:86][c:85]([CH2:84][CH2:83][C:82]([O:81][C:77]([CH3:78])([CH3:79])[CH3:80])=[O:93])[cH:90][cH:89]1. Yields the product CSc1nc(Cc2ccccc2N)n[nH]1. The reactants are CSc1nc(Cc2ccccc2[N+](=O)[O-])n[nH]1, [Cl-], [Cl-], [Cl-], [NH4+], C1CCOC1, [OH-], O, [Ti+3]. As a reaction SMILES: [CH3:1][S:2][c:3]1[n:4][c:5]([CH2:8][c:9]2[c:10]([N+:15]([O-:16])=[O:17])[cH:11][cH:12][cH:13][cH:14]2)[n:6][nH:7]1.[Cl-:26].[Cl-:27].[Cl-:28].[NH4+:18].[O:20]1[CH2:21][CH2:22][CH2:23][CH2:24]1.[OH-:19].[OH2:25].[Ti+3:29]>>[CH3:1][S:2][c:3]1[n:4][c:5]([CH2:8][c:9]2[c:10]([NH2:15])[cH:11][cH:12][cH:13][cH:14]2)[n:6][nH:7]1. Reactants: COC(=O)CCc1cnc2[nH]cc(C(=O)c3c(F)ccc(NS(=O)(=O)c4ccc(C(F)(F)F)cc4)c3F)c2c1, Cl, [Li+], C1CCOC1, [OH-]. The product is O=C(O)CCc1cnc2[nH]cc(C(=O)c3c(F)ccc(NS(=O)(=O)c4ccc(C(F)(F)F)cc4)c3F)c2c1. Reaction SMILES: [CH3:1][O:2][C:3]([CH2:4][CH2:5][c:6]1[cH:7][c:8]2[c:9]([n:10][cH:11]1)[nH:12][cH:13][c:14]2[C:15]([c:16]1[c:17]([F:37])[c:18]([NH:23][S:24](=[O:25])(=[O:26])[c:27]2[cH:28][cH:29][c:30]([C:33]([F:34])([F:35])[F:36])[cH:31][cH:32]2)[cH:19][cH:20][c:21]1[F:22])=[O:38])=[O:39].[ClH:42].[Li+:40].[O:43]1[CH2:44][CH2:45][CH2:46][CH2:47]1.[OH-:41]>>[O:2]=[C:3]([CH2:4][CH2:5][c:6]1[cH:7][c:8]2[c:9]([n:10][cH:11]1)[nH:12][cH:13][c:14]2[C:15]([c:16]1[c:17]([F:37])[c:18]([NH:23][S:24](=[O:25])(=[O:26])[c:27]2[cH:28][cH:29][c:30]([C:33]([F:34])([F:35])[F:36])[cH:31][cH:32]2)[cH:19][cH:20][c:21]1[F:22])=[O:38])[OH:39].